This data is from the Open Reaction Database (ORD), a public repository of structured organic reaction records. The task is: describe an organic reaction: reactants, conditions, products, and yield Reactants: C1(CCCC1)=O (cyclopentanone), C(C)(C)(C)OC(=O)NN (hydrazinecarboxylic acid tert-butyl ester). Solvent: CO (MeOH). Reaction conditions: time 2 hour. The product is C(C)(C)(C)OC(=O)NN=C1CCCC1 (1-cyclopentylidenehydrazine-2-carboxylic acid tert-butyl ester). Isolated yield 99.8%. Reaction SMILES: [C:1]1(=O)[CH2:5][CH2:4][CH2:3][CH2:2]1.[C:7]([O:11][C:12]([NH:14][NH2:15])=[O:13])([CH3:10])([CH3:9])[CH3:8]>CO>[C:7]([O:11][C:12]([NH:14][N:15]=[C:1]1[CH2:5][CH2:4][CH2:3][CH2:2]1)=[O:13])([CH3:10])([CH3:9])[CH3:8]. Procedure: A mixture of cyclopentanone (20 g, 238 mmol) and hydrazinecarboxylic acid tert-butyl ester (31.4 g, 0.238 mol) in MeOH (300 mL) was stirred at RT for 2 h. The reaction mixture was concentrated in vacuo and the resulting solid was dried under vacuum to give 1-cyclopentylidenehydrazine-2-carboxylic acid tert-butyl ester (47.1 g, 100% yield). The reactants are Cl.C1(CC1)COC1=C(C=CC(=C1)F)C=1C2=C(N=CN1)C(=C(N2)C)C(=O)NC2CCNCC2 (4-[2-(cyclopropylmethoxy)-4-fluorophenyl]-6-methyl-N-piperidin-4-yl-5H-pyrrolo[3,2-d]pyrimidine-7-carboxamide hydrochloride), C(C)(=O)O[C@H](C(=O)Cl)C ((2S)-1-chloro-1-oxopropan-2-yl acetate). The product is C1(CC1)COC1=C(C=CC(=C1)F)C=1C2=C(N=CN1)C(=C(N2)C)C(=O)NC2CCN(CC2)C([C@H](C)O)=O (4-[2-(Cyclopropylmethoxy)-4-fluorophenyl]-N-{1-[(2S)-2-hydroxypropanoyl]piperidin-4-yl}-6-methyl-5H-pyrrolo[3,2-d]pyrimidine-7-carboxamide). Reaction SMILES: Cl.[CH:2]1([CH2:5][O:6][C:7]2[CH:12]=[C:11]([F:13])[CH:10]=[CH:9][C:8]=2[C:14]2[C:15]3[NH:22][C:21]([CH3:23])=[C:20]([C:24]([NH:26][CH:27]4[CH2:32][CH2:31][NH:30][CH2:29][CH2:28]4)=[O:25])[C:16]=3[N:17]=[CH:18][N:19]=2)[CH2:4][CH2:3]1.C([O:36][C@@H:37]([CH3:41])[C:38](Cl)=[O:39])(=O)C>>[CH:2]1([CH2:5][O:6][C:7]2[CH:12]=[C:11]([F:13])[CH:10]=[CH:9][C:8]=2[C:14]2[C:15]3[NH:22][C:21]([CH3:23])=[C:20]([C:24]([NH:26][CH:27]4[CH2:28][CH2:29][N:30]([C:38](=[O:39])[C@@H:37]([OH:36])[CH3:41])[CH2:31][CH2:32]4)=[O:25])[C:16]=3[N:17]=[CH:18][N:19]=2)[CH2:4][CH2:3]1 |f:0.1|. Reported procedure: Starting from 4-[2-(cyclopropylmethoxy)-4-fluorophenyl]-6-methyl-N-piperidin-4-yl-5H-pyrrolo[3,2-d]pyrimidine-7-carboxamide hydrochloride (example D.f6) and commercially available (2S)-1-chloro-1-oxopropan-2-yl acetate the title compound is obtained as colorless solid. Reported procedure: Under ice-cooling, 0.569 g of 6,8-dibromo-2-[4-bromo-1-(3-chloro-2-pyridinyl)-1H-pyrrol-2-yl]-4H-3,1-benzoxazine-4-one, 0.20 g of hydrazine monohydrate and 2 ml of tetrahydrofuran were mixed, and the mixture was stirred at room temperature for 1 hour. Water was poured into the reaction mixture, and the mixture was extracted with ethyl acetate. The organic layer was washed with water, dried over sodium sulfate, and concentrated under reduced pressure to obtain 0.53 g of 4-bromo-N-[4,6-dibromo-2-(... The yield is 88.1%. As a reaction SMILES: [Br:1][C:2]1[CH:3]=[C:4]([Br:26])[C:5]2[N:10]=[C:9]([C:11]3[N:12]([C:17]4[C:22]([Cl:23])=[CH:21][CH:20]=[CH:19][N:18]=4)[CH:13]=[C:14]([Br:16])[CH:15]=3)[O:8][C:7](=[O:24])[C:6]=2[CH:25]=1.O.[NH2:28][NH2:29].O1CCCC1>O>[Br:16][C:14]1[CH:15]=[C:11]([C:9]([NH:10][C:5]2[C:4]([Br:26])=[CH:3][C:2]([Br:1])=[CH:25][C:6]=2[C:7]([NH:28][NH2:29])=[O:24])=[O:8])[N:12]([C:17]2[C:22]([Cl:23])=[CH:21][CH:20]=[CH:19][N:18]=2)[CH:13]=1 |f:1.2|. Starting materials: BrC=1C=C(C2=C(C(OC(=N2)C=2N(C=C(C2)Br)C2=NC=CC=C2Cl)=O)C1)Br (6,8-dibromo-2-[4-bromo-1-(3-chloro-2-pyridinyl)-1H-pyrrol-2-yl]-4H-3,1-benzoxazine-4-one), O.NN (hydrazine monohydrate), O1CCCC1 (tetrahydrofuran). Run at time 1 hour. Product: BrC=1C=C(N(C1)C1=NC=CC=C1Cl)C(=O)NC1=C(C=C(C=C1Br)Br)C(=O)NN (4-bromo-N-[4,6-dibromo-2-(hydrazinocarbonyl)phenyl]-1-(3-chloro-2-pyridinyl)-1H-pyrrole-2-carboxamide). The solvent is O (Water). RXN SMILES: C[O:2][C:3]1[CH:8]=[CH:7][C:6]([O:9]C)=[CH:5][C:4]=1[C:11]([C:13]1[CH:18]=[CH:17][C:16]([O:19]C)=[CH:15][CH:14]=1)=[O:12].Cl.N1C=CC=CC=1.C(Cl)Cl>Cl>[OH:2][C:3]1[CH:8]=[CH:7][C:6]([OH:9])=[CH:5][C:4]=1[C:11]([C:13]1[CH:18]=[CH:17][C:16]([OH:19])=[CH:15][CH:14]=1)=[O:12] |f:1.2|. The solvent is Cl (HCl). Reported procedure: To a cooled solution (0° C.) of 4-methoxybenzoyl chloride (5.1 g, 30 mmol) and 1,4-dimethoxy benzene (4.1 g, 30 mmol) in dichloroethane (100 mL) was added aluminum chloride (4.0 g, 30 mmol) and the reaction mixture was stirred at room temperature for 1 h. The reaction was then quenched with 2N HCl and the organic layer was separated and dried over MgSO4. The organic layer was concentrated to give an oil, which was purified by column chromatography(eluent 20% EtOAc/hexanes) to give an oil (4.7 g,... Conditions: time 1 hour. Reactants: C(Cl)Cl (CH2Cl2), COC1=C(C=C(C=C1)OC)C(=O)C1=CC=C(C=C1)OC ((2,5-dimethoxyphenyl)(4-methoxyphenyl)methanone), Cl.N1=CC=CC=C1 (pyridine hydrochloride), crude product. The product is OC1=C(C=C(C=C1)O)C(=O)C1=CC=C(C=C1)O ((2,5-Dihydroxyphenyl)(4-hydroxyphenyl)methanone). The reactants are bornyl ester, C(CC(=O)C)(=O)O (acetoacetic acid), C1N2CN3CN1CN(C2)C3 (hexamethylenetetramine), C(C)(=O)[O-].[NH4+] (ammonium acetate), C(C)O (ethyl alcohol). The product is bornyl ester, CC=1NC(=C(CC1C(=O)O)C(=O)O)C (2,6-dimethyl-1,4-dihydropyridine-3,5-dicarboxylic acid). Reaction SMILES: [C:1]([OH:7])(=[O:6])[CH2:2][C:3]([CH3:5])=O.[CH2:8]1N2CN3CN(C2)CN1C3.[C:18]([O-:21])(=[O:20])[CH3:19].[NH4+:22].[CH2:23](O)[CH3:24]>>[CH3:5][C:3]1[NH:22][C:23]([CH3:24])=[C:19]([C:18]([OH:21])=[O:20])[CH2:8][C:2]=1[C:1]([OH:7])=[O:6] |f:2.3|. Reported procedure: A mixture of 22.2 g of bornyl ester of acetoacetic acid 7 g of hexamethylenetetramine, 3.9 g of ammonium acetate and 150 ml of ethyl alcohol is refluxed for 30 minutes. After cooling a yellow substance is precipitated which is then filtered-off and recrystallized from ethanol. There are obtained 12 g (52% of the theoretical value) of bornyl ester of 2,6-dimethyl-1,4-dihydropyridine-3,5-dicarboxylic acid as a yellow crystalline substance having melting point of 171°-173° C. Reactants: ClC1=CC=C2C(=C1)NC(C21C(NC(CC1C1=CC(=CC=C1)Cl)=O)C1=C(C(=CC=C1C)F)F)=O (racemic (2′S,3R,4′S)-6-chloro-4′-(3-chlorophenyl)-2′-(2,3-difluoro-6-methylphenyl)spiro[3H-indole-3,3′-piperidine]-2,6′(1H)-dione), COC1=CC=C(C=C1)P1(SP(S1)(C1=CC=C(C=C1)OC)=S)=S (2,4-bis-(4-methoxyphenyl)-1,3-dithia-2,4-diphosphetane 2,4-disulfide). The solvent is C1(=CC=CC=C1)C (toluene). The product is ClC1=CC=C2C(=C1)NC(C21C(NC(CC1C1=CC(=CC=C1)Cl)=S)C1=C(C(=CC=C1C)F)F)=O (racemic (2′R,3R,4′S)-6-chloro-4′-(3-chlorophenyl)-2′-(2,3-difluoro-6-methylphenyl)-6′-thioxospiro[3H-indole-3,3′-piperidine]-2(1H)-one). Yield: 69.8%. As a reaction SMILES: [Cl:1][C:2]1[CH:7]=[C:6]2[NH:8][C:9](=[O:33])[C:10]3([CH:15]([C:16]4[CH:21]=[CH:20][CH:19]=[C:18]([Cl:22])[CH:17]=4)[CH2:14][C:13](=O)[NH:12][CH:11]3[C:24]3[C:29]([CH3:30])=[CH:28][CH:27]=[C:26]([F:31])[C:25]=3[F:32])[C:5]2=[CH:4][CH:3]=1.COC1C=CC(P2(=S)SP(=S)(C3C=CC(OC)=CC=3)[S:43]2)=CC=1>C1(C)C=CC=CC=1>[Cl:1][C:2]1[CH:7]=[C:6]2[NH:8][C:9](=[O:33])[C:10]3([CH:15]([C:16]4[CH:21]=[CH:20][CH:19]=[C:18]([Cl:22])[CH:17]=4)[CH2:14][C:13](=[S:43])[NH:12][CH:11]3[C:24]3[C:29]([CH3:30])=[CH:28][CH:27]=[C:26]([F:31])[C:25]=3[F:32])[C:5]2=[CH:4][CH:3]=1. Procedure details: In a manner similar to the method described in example 30, racemic (2′S,3R,4′S)-6-chloro-4′-(3-chlorophenyl)-2′-(2,3-difluoro-6-methylphenyl)spiro[3H-indole-3,3′-piperidine]-2,6′(1H)-dione (0.18 g, 0.37 mmol) prepared in example 52c was reacted with 2,4-bis-(4-methoxyphenyl)-1,3-dithia-2,4-diphosphetane 2,4-disulfide (0.32 g, 0.96 mmol) in toluene to give racemic (2′R,3R,4′S)-6-chloro-4′-(3-chlorophenyl)-2′-(2,3-difluoro-6-methylphenyl)-6′-thioxospiro[3H-indole-3,3′-piperidine]-2(1H)-one (Yield ... Reactants: C1(=CC=CC2=CC=CC=C12)S(=O)(=O)C1=NNC2=CC=C(C=C12)OCCOS(=O)(=O)C1=CC=C(C=C1)C (toluene-4-sulfonic acid 2-[3-(naphthalene-1-sulfonyl)-1H-indazol-5-yloxy]-ethyl ester), C(C)NC (ethylmethylamine), C(C)NC (ethylmethylamine). Run in C1CCOC1 (THF). Conditions: temperature 80 celsius. Yields the product C(C)N(CCOC=1C=C2C(=NNC2=CC1)S(=O)(=O)C1=CC=CC2=CC=CC=C12)C (ethyl-methyl-{2-[3-(naphthalene-1-sulfonyl)-1H-indazol-5-yloxy]-ethyl}-amine), foam. The yield is 44.2%. RXN SMILES: [C:1]1([S:11]([C:14]2[C:22]3[C:17](=[CH:18][CH:19]=[C:20]([O:23][CH2:24][CH2:25]OS(C4C=CC(C)=CC=4)(=O)=O)[CH:21]=3)[NH:16][N:15]=2)(=[O:13])=[O:12])[C:10]2[C:5](=[CH:6][CH:7]=[CH:8][CH:9]=2)[CH:4]=[CH:3][CH:2]=1.[CH2:37]([NH:39][CH3:40])[CH3:38]>C1COCC1>[CH2:37]([N:39]([CH3:40])[CH2:25][CH2:24][O:23][C:20]1[CH:21]=[C:22]2[C:17](=[CH:18][CH:19]=1)[NH:16][N:15]=[C:14]2[S:11]([C:1]1[C:10]2[C:5](=[CH:6][CH:7]=[CH:8][CH:9]=2)[CH:4]=[CH:3][CH:2]=1)(=[O:12])=[O:13])[CH3:38]. Procedure details: A solution of toluene-4-sulfonic acid 2-[3-(naphthalene-1-sulfonyl)-1H-indazol-5-yloxy]-ethyl ester (1.18 g, 2.26 mmol) and ethylmethylamine (2.0 mL, 23 mmol) in THF (20 mL) was stirred for 16 hours at 70° C. in a sealed tube. More ethylmethylamine (2.0 mL, 23 mmol) was added, and the reaction mixture was heated to 80° C. for 20 hours in a sealed tube. After cooling to ambient temperature, the reaction mixture was concentrated and partitioned in ethyl acetate and aqueous sodium bicarbonate. The ...